This data is from the Open Reaction Database (ORD), a public repository of structured organic reaction records. The task is: describe an organic reaction: reactants, conditions, products, and yield Reactants: C1CCOC1, CCOC(=O)CP(=O)(OCC)OCC, COc1cc(-c2nc(C=O)cs2)cc(OC)c1OC, CCOC(C)=O, [H-], [Na+]. The product is CCOC(=O)C=Cc1csc(-c2cc(OC)c(OC)c(OC)c2)n1. As a reaction SMILES: [CH2:36]1[O:37][CH2:38][CH2:39][CH2:40]1.[CH2:3]([O:4][P:5]([O:6][CH2:7][CH3:8])(=[O:9])[CH2:11][C:12](=[O:13])[O:14][CH2:15][CH3:16])[CH3:10].[CH3:17][O:18][c:19]1[cH:20][c:21](-[c:29]2[s:30][cH:31][c:32]([CH:34]=[O:35])[n:33]2)[cH:22][c:23]([O:27][CH3:28])[c:24]1[O:25][CH3:26].[CH3:41][CH2:42][O:43][C:44](=[O:45])[CH3:46].[H-:1].[Na+:2]>>[CH:11]([C:12](=[O:13])[O:14][CH2:15][CH3:16])=[CH:34][c:32]1[cH:31][s:30][c:29](-[c:21]2[cH:20][c:19]([O:18][CH3:17])[c:24]([O:25][CH3:26])[c:23]([O:27][CH3:28])[cH:22]2)[n:33]1. Starting materials: [N+](=O)([O-])C1=CC=C(O1)C1=NN(C=C1C#N)C1=CC=CC=C1 (3-(5-nitro-2-furyl)-1-phenylpyrazole-4-carbonitrile), S(O)(O)(=O)=O (sulfuric acid), ice. The solvent is O (water). Run at temperature 40 celsius. Product: [N+](=O)([O-])C1=CC=C(O1)C1=NN(C=C1C(=O)N)C1=CC=CC=C1 (3-(5-nitro-2-furyl)-1-phenylpyrazole-4-carboxamide). The yield is 98.0%. Reaction SMILES: [N+:1]([C:4]1[O:8][C:7]([C:9]2[C:13]([C:14]#[N:15])=[CH:12][N:11]([C:16]3[CH:21]=[CH:20][CH:19]=[CH:18][CH:17]=3)[N:10]=2)=[CH:6][CH:5]=1)([O-:3])=[O:2].S(=O)(=O)(O)[OH:23]>O>[N+:1]([C:4]1[O:8][C:7]([C:9]2[C:13]([C:14]([NH2:15])=[O:23])=[CH:12][N:11]([C:16]3[CH:17]=[CH:18][CH:19]=[CH:20][CH:21]=3)[N:10]=2)=[CH:6][CH:5]=1)([O-:3])=[O:2]. Procedure details: Add 29.4 g of 3-(5-nitro-2-furyl)-1-phenylpyrazole-4-carbonitrile to 59 ml of concentrated sulfuric acid while stirring and maintaining the temperature at 40° C for 5 hours. Pour the solution onto 500 g of ice and water. Seperate the formed precipitate by vacuum filtration and wash it with water until it is neutral to obtain a 98% yield of 3-(5-nitro-2-furyl)-1-phenylpyrazole-4-carboxamide [m.p. 236° to 238° C (from dimethylformamide/methanol)].